This data is from the Open Reaction Database (ORD), a public repository of structured organic reaction records. The task is: describe an organic reaction: reactants, conditions, products, and yield The reactants are polyphosphoric acid, ClC=1C=C(NC(CC(=O)O)C)C=CC1Cl (3-(3,4-dichloroanilino)butyric acid), [OH-].[Na+] (sodium hydroxide). The solvent is O (water). Conditions: time 4 hour. The product is ClC1=C2C(CC(NC2=CC=C1Cl)C)=O (5,6-dichloro-2-methyl-4-oxo-1,2,3,4-tetra-hydroquinoline). Yield: 10.8%. RXN SMILES: [Cl:1][C:2]1[CH:3]=[C:4]([CH:12]=[CH:13][C:14]=1[Cl:15])[NH:5][CH:6]([CH3:11])[CH2:7][C:8]([OH:10])=O.[OH-].[Na+]>O>[Cl:1][C:2]1[C:14]([Cl:15])=[CH:13][CH:12]=[C:4]2[C:3]=1[C:8](=[O:10])[CH2:7][CH:6]([CH3:11])[NH:5]2 |f:1.2|. Reported procedure: 300 g of polyphosphoric acid was added to 99.24 g (0.40 mole) of the 3-(3,4-dichloroanilino)butyric acid and this mixture was stirred at 90°-100° C. for 4 hours. After being allowed to cool to room temperature, the resulting reaction solution was diluted with 3 liters of water and then adjusted to pH 4-5 with an aqueous sodium hydroxide solution. Then, the solid matter which separated out was extracted with chloroform and this extract was concentrated under reduced pressure. The residue thus obt... Reactants: ClCCl, COc1ccc(C(=O)Nc2ccccc2N)cc1, CCN=C=NCCCN(C)C, CN(C)c1ccncc1, O=C(O)c1cc2cc(Cl)ccc2o1, Cl. Yields the product COc1ccc(C(=O)Nc2ccccc2NC(=O)c2cc3cc(Cl)ccc3o2)cc1. As a reaction SMILES: [CH2:44]([Cl:45])[Cl:46].[CH3:1][O:2][c:3]1[cH:4][cH:5][c:6]([C:7](=[O:8])[NH:9][c:10]2[c:11]([NH2:16])[cH:12][cH:13][cH:14][cH:15]2)[cH:17][cH:18]1.[CH3:33][N:34]([CH3:35])[CH2:36][CH2:37][CH2:38][N:39]=[C:40]=[N:41][CH2:42][CH3:43].[CH3:47][N:48]([CH3:49])[c:50]1[cH:51][cH:52][n:53][cH:54][cH:55]1.[Cl:19][c:20]1[cH:21][cH:22][c:23]2[c:24]([cH:25][c:26]([C:28](=[O:29])[OH:30])[o:27]2)[cH:31]1.[ClH:32]>>[CH3:1][O:2][c:3]1[cH:4][cH:5][c:6]([C:7](=[O:8])[NH:9][c:10]2[c:11]([NH:16][C:28]([c:26]3[cH:25][c:24]4[c:23]([cH:22][cH:21][c:20]([Cl:19])[cH:31]4)[o:27]3)=[O:29])[cH:12][cH:13][cH:14][cH:15]2)[cH:17][cH:18]1. Reactants: FC(C(=N)N)(F)F (trifluoroacetamidine), [Na] (sodium), C(=O)(OCC)C1C(CCCC1)=O (2-carboethoxycyclohexanone), [Na] (sodium). The solvent is C(C)O (ethanol). The product is FC(C1=NC=2CCCCC2C(N1)=O)(F)F (5,6,7,8-tetrahydro-2-trifluoromethyl-4-quinazolone). As a reaction SMILES: [Na].[C:2]([CH:7]1[CH2:12][CH2:11][CH2:10][CH2:9][C:8]1=O)([O:4]CC)=O.[F:14][C:15]([F:20])([F:19])[C:16]([NH2:18])=[NH:17]>C(O)C>[F:14][C:15]([F:20])([F:19])[C:16]1[NH:18][C:2](=[O:4])[C:7]2[CH2:12][CH2:11][CH2:10][CH2:9][C:8]=2[N:17]=1 |^1:0|. Reported procedure: To 10 mL of absolute ethanol under a nitrogen atmosphere was added 0.15 g of sodium metal. After all the sodium had reacted, 1.00 g of 2-carboethoxycyclohexanone was added followed by 0.78 g of 85% trifluoroacetamidine. The reaction was refluxed gently overnight. The reaction was cooled to room temperature and all solvents were removed by evaporation. The pH of the residue was adjusted to 6 with dilute hydrochloric acid and refluxed briefly and allowed to cool. The resulting solid was collected.... The solvent is C(C)(=O)OCC (ethyl acetate). Procedure: 3.0 g of iron powder was added to a mixed solution of 28 mL of methanol and 28 mL of acetic acid containing 5.5 g of tert-butyl 4-bromo-2-nitrobenzoate, and the resulting mixture was heated to reflux for 1 hour. After one reaction mixture was cooled to room temperature, a saturated sodium hydrogen carbonate aqueous solution and ethyl acetate were added and insoluble were removed by filtration. The organic layer was separated and dried over anhydrous magnesium sulfate after washed with a saturate... The reactants are C(O)([O-])=O.[Na+] (sodium hydrogen carbonate), CO (methanol), C(C)(=O)O (acetic acid), BrC1=CC(=C(C(=O)OC(C)(C)C)C=C1)[N+](=O)[O-] (tert-butyl 4-bromo-2-nitrobenzoate). RXN SMILES: CO.C(O)(=O)C.[Br:7][C:8]1[CH:20]=[CH:19][C:11]([C:12]([O:14][C:15]([CH3:18])([CH3:17])[CH3:16])=[O:13])=[C:10]([N+:21]([O-])=O)[CH:9]=1.C(=O)([O-])O.[Na+]>[Fe].C(OCC)(=O)C>[NH2:21][C:10]1[CH:9]=[C:8]([Br:7])[CH:20]=[CH:19][C:11]=1[C:12]([O:14][C:15]([CH3:18])([CH3:16])[CH3:17])=[O:13] |f:3.4|. The reagents and catalysts are [Fe] (iron). Yields the product NC1=C(C(=O)OC(C)(C)C)C=CC(=C1)Br (tert-butyl 2-amino-4-bromobenzoate). The reactants are CC(=O)O, CCCC[N+](CCCC)(CCCC)CCCC, [F-], CC(C)CN(CC(O)C(Cc1ccc(OCCCO[Si](C)(C)C(C)(C)C)cc1)NC(=O)OC1COC2OCCC12)S(=O)(=O)c1ccc2c(c1)OCO2, C1CCOC1. Yields the product CC(C)CN(CC(O)C(Cc1ccc(OCCCO)cc1)NC(=O)OC1COC2OCCC12)S(=O)(=O)c1ccc2c(c1)OCO2. As a reaction SMILES: [C:53]([OH:54])(=[O:55])[CH3:56].[CH2:63]([N+:64]([CH2:65][CH2:66][CH2:67][CH3:68])([CH2:69][CH2:70][CH2:71][CH3:72])[CH2:73][CH2:74][CH2:75][CH3:76])[CH2:77][CH2:78][CH3:79].[F-:62].[O:1]1[CH2:2][O:3][c:4]2[c:5]1[cH:6][cH:7][c:8]([S:10](=[O:11])(=[O:12])[N:13]([CH2:14][CH:15]([CH:16]([CH2:17][c:18]1[cH:19][cH:20][c:21]([O:24][CH2:25][CH2:26][CH2:27][O:28][Si:29]([C:30]([CH3:31])([CH3:32])[CH3:33])([CH3:34])[CH3:35])[cH:22][cH:23]1)[NH:36][C:37]([O:38][CH:39]1[CH2:40][O:41][CH:42]3[O:43][CH2:44][CH2:45][CH:46]13)=[O:47])[OH:48])[CH2:49][CH:50]([CH3:51])[CH3:52])[cH:9]2.[O:57]1[CH2:58][CH2:59][CH2:60][CH2:61]1>>[O:1]1[CH2:2][O:3][c:4]2[c:5]1[cH:6][cH:7][c:8]([S:10](=[O:11])(=[O:12])[N:13]([CH2:14][CH:15]([CH:16]([CH2:17][c:18]1[cH:19][cH:20][c:21]([O:24][CH2:25][CH2:26][CH2:27][OH:28])[cH:22][cH:23]1)[NH:36][C:37]([O:38][CH:39]1[CH2:40][O:41][CH:42]3[O:43][CH2:44][CH2:45][CH:46]13)=[O:47])[OH:48])[CH2:49][CH:50]([CH3:51])[CH3:52])[cH:9]2. Reactants: Cl.FC1=CC=C(C=C1)C(CCCCN1CCC(CC1)C(C1=CC=CC=C1)(C1=CC=CC=C1)O)=O (4'-fluoro-5-[4-(α-hydroxy-α-phenylbenzyl)piperidino]valerophenone hydrochloride), Cl.NO (hydroxylamine hydrochloride). Run in N1=CC=CC=C1 (pyridine). Reaction conditions: time 4 hour. The product is FC1=CC=C(C=C1)C(CCCCN1CCC(CC1)C(C1=CC=CC=C1)(C1=CC=CC=C1)O)=NO (4'-fluoro-5-[4-(α-hydroxy-α-phenylbenzyl)piperidino]valerophenone oxime). As a reaction SMILES: Cl.[F:2][C:3]1[CH:8]=[CH:7][C:6]([C:9](=O)[CH2:10][CH2:11][CH2:12][CH2:13][N:14]2[CH2:19][CH2:18][CH:17]([C:20]([OH:33])([C:27]3[CH:32]=[CH:31][CH:30]=[CH:29][CH:28]=3)[C:21]3[CH:26]=[CH:25][CH:24]=[CH:23][CH:22]=3)[CH2:16][CH2:15]2)=[CH:5][CH:4]=1.Cl.[NH2:36][OH:37]>N1C=CC=CC=1>[F:2][C:3]1[CH:8]=[CH:7][C:6]([C:9](=[N:36][OH:37])[CH2:10][CH2:11][CH2:12][CH2:13][N:14]2[CH2:19][CH2:18][CH:17]([C:20]([OH:33])([C:27]3[CH:32]=[CH:31][CH:30]=[CH:29][CH:28]=3)[C:21]3[CH:26]=[CH:25][CH:24]=[CH:23][CH:22]=3)[CH2:16][CH2:15]2)=[CH:5][CH:4]=1 |f:0.1,2.3|. Reported procedure: A mixture of 15 g (0.033 mole) of 4'-fluoro-5-[4-(α-hydroxy-α-phenylbenzyl)piperidino]valerophenone hydrochloride and 15 g of hydroxylamine hydrochloride in 120 ml of pyridine is stirred on a steam bath for about 4 hours then cooled to room temperature. The pyridine is removed at reduced pressure on a steam bath, and the residue is triturated with a dilute sodium hydroxide solution and extracted with chloroform. The chloroform extract is washed with water, dried over magnesium sulfate, filtered ...